Dataset: the Open Reaction Database (ORD), a public repository of structured organic reaction records. Task: describe an organic reaction: reactants, conditions, products, and yield The reactants are ClC=1C=C(C=CC1)C=1N=C(SC1C(=O)N)N1C=NC2=C1C=C(C(=C2)OC)C=O (4-(3-chloro-phenyl)-2-(6-formyl-5-methoxy-benzoimidazol-1-yl)-thiazole-5-carboxylic acid amide), CN1CCNCC1 (N-methylpiperazine), C(C)(=O)O[BH-](OC(C)=O)OC(C)=O.[Na+] (sodium triacetoxyborohydride). The solvent is ClCCl (dichloromethane). Reaction conditions: time 16 hour. Yields the product ClC=1C=C(C=CC1)C=1N=C(SC1C(=O)N)N1C=NC2=C1C=C(C(=C2)OC)CN2CCN(CC2)C (4-(3-chloro-phenyl)-2-[5-methoxy-6-(4-methyl-piperazin-1-ylmethyl)-benzoimidazol-1-yl]-thiazole-5-carboxylic acid amide). RXN SMILES: [Cl:1][C:2]1[CH:3]=[C:4]([C:8]2[N:9]=[C:10]([N:16]3[C:20]4[CH:21]=[C:22]([CH:27]=O)[C:23]([O:25][CH3:26])=[CH:24][C:19]=4[N:18]=[CH:17]3)[S:11][C:12]=2[C:13]([NH2:15])=[O:14])[CH:5]=[CH:6][CH:7]=1.[CH3:29][N:30]1[CH2:35][CH2:34][NH:33][CH2:32][CH2:31]1.C(O[BH-](OC(=O)C)OC(=O)C)(=O)C.[Na+]>ClCCl>[Cl:1][C:2]1[CH:3]=[C:4]([C:8]2[N:9]=[C:10]([N:16]3[C:20]4[CH:21]=[C:22]([CH2:27][N:33]5[CH2:34][CH2:35][N:30]([CH3:29])[CH2:31][CH2:32]5)[C:23]([O:25][CH3:26])=[CH:24][C:19]=4[N:18]=[CH:17]3)[S:11][C:12]=2[C:13]([NH2:15])=[O:14])[CH:5]=[CH:6][CH:7]=1 |f:2.3|. Procedure details: A mixture of 0.053 g (0.13 mmole) of 4-(3-chloro-phenyl)-2-(6-formyl-5-methoxy-benzoimidazol-1-yl)-thiazole-5-carboxylic acid amide (I.46a), 0.030 mL of N-methylpiperazine, 0.050 g of sodium triacetoxyborohydride and 5 mL of dichloromethane was stirred at room temperature for 16 hours. The mixture was partitioned between 50 mL of dilute aqueous potassium carbonate solution and 50 mL of dichlormethane. The organic layer was separated and the aqueous layer was extracted three times with 20 mL of d... The reactants are O=C(Cl)c1ccccc1, c1ccncc1, Nc1nc(N)n(-c2nc3ccccc3s2)n1. Yields the product Nc1nc(NC(=O)c2ccccc2)nn1-c1nc2ccccc2s1. As a reaction SMILES: [C:1]([c:2]1[cH:3][cH:4][cH:5][cH:6][cH:7]1)(=[O:8])[Cl:9].[cH:26]1[cH:27][cH:28][n:29][cH:30][cH:31]1.[s:10]1[c:11](-[n:19]2[n:20][c:21]([NH2:25])[n:22][c:23]2[NH2:24])[n:12][c:13]2[c:14]1[cH:15][cH:16][cH:17][cH:18]2>>[C:1]([c:2]1[cH:3][cH:4][cH:5][cH:6][cH:7]1)(=[O:8])[NH:25][c:21]1[n:20][n:19](-[c:11]2[s:10][c:14]3[c:13]([n:12]2)[cH:18][cH:17][cH:16][cH:15]3)[c:23]([NH2:24])[n:22]1. Product: ClC=1N=C(NC1CO)CC ((4-chloro-2-ethyl-1H-imidazol-5-yl)methanol). As a reaction SMILES: [Cl:1][C:2]1[N:3]=[C:4]([CH2:16][CH3:17])[NH:5][C:6]=1[CH2:7][O:8]CC1C=CC=CC=1.CS(O)(=O)=O.[OH-].[Na+]>C(Cl)(Cl)Cl>[Cl:1][C:2]1[N:3]=[C:4]([CH2:16][CH3:17])[NH:5][C:6]=1[CH2:7][OH:8] |f:2.3|. Procedure: A solution of 4-chloro-2-ethyl-5-{[(phenylmethyl)oxy]methyl}-1H-imidazole (2.51 g, 10.0 mmol) and methanesulfonic acid (25 mL, 385 mmol) in chloroform (56 mL) was stirred at RT for 1 h. The reaction mixture was poured into ice (˜100 g) and the solution was neutralized by addition of 5N NaOH until the pH was 10. The solution was extracted with methyl tert-butyl ether (2×100 mL) and then with n-butanol (3×100 mL). The combined n-butanol extracts were concentrated, azeotroped with toluene, and drie... Solvent: C(Cl)(Cl)Cl (chloroform). Starting materials: [OH-].[Na+] (NaOH), ClC=1N=C(NC1COCC1=CC=CC=C1)CC (4-chloro-2-ethyl-5-{[(phenylmethyl)oxy]methyl}-1H-imidazole), CS(=O)(=O)O (methanesulfonic acid), ice. Reactants: [H][H] (hydrogen), [N+](=O)([O-])C1=C(C=CC=C1)N=NC1=C(C=CC(=C1)C)O (2-nitro-2'-hydroxy-5'-methylazobenzene), [OH-].[K+] (potassium hydroxide), mineral spirits water, [N+](=O)([O-])C1=C(C=CC=C1)N=NC1=C(C(=CC(=C1)C(C)(C)CC)C(C)(C)CC)O (2-nitro-2'-hydroxy-3',5'-di-tert-amylazobenzene), [OH-].[Na+] (sodium hydroxide), CCCCCCCC/C=C\CCCCCCCC(=O)OCC([C@@H]1[C@@H]([C@H](CO1)O)O)O (sorbitan monooleate), CCCCCCCC/C=C\CCCCCCCC(=O)OC[C@H]([C@@H]1[C@@H]([C@H](CO1)O)O)O (Span 80). Product: OC1=C(C=C(C=C1C(C)(C)CC)C(C)(C)CC)N1N=C2C(=N1)C=CC=C2 (2-(2-Hydroxy-3,5-di-tert-amylphenyl)-2H-benzotriazole). The yield is 71.9%. As a reaction SMILES: [N+](C1C=CC=CC=1N=NC1C=C(C)C=CC=1O)([O-])=O.[N+:20]([C:23]1[CH:28]=[CH:27][CH:26]=[CH:25][C:24]=1[N:29]=[N:30][C:31]1[CH:36]=[C:35]([C:37]([CH2:40][CH3:41])([CH3:39])[CH3:38])[CH:34]=[C:33]([C:42]([CH2:45][CH3:46])([CH3:44])[CH3:43])[C:32]=1[OH:47])([O-])=O.[OH-].[Na+].[OH-].[K+].CCCCCCCC/C=C\CCCCCCCC(OCC(O)[C@H]1OC[C@H](O)[C@H]1O)=O.CCCCCCCC/C=C\CCCCCCCC(OC[C@@H](O)[C@H]1OC[C@H](O)[C@H]1O)=O.[H][H]>>[OH:47][C:32]1[C:33]([C:42]([CH2:45][CH3:46])([CH3:44])[CH3:43])=[CH:34][C:35]([C:37]([CH2:40][CH3:41])([CH3:39])[CH3:38])=[CH:36][C:31]=1[N:30]1[N:29]=[C:24]2[CH:25]=[CH:26][CH:27]=[CH:28][C:23]2=[N:20]1 |f:2.3,4.5|. Reported procedure: When using the general procedure of Example 5, the 2-nitro-2'-hydroxy-5'-methylazobenzene was replaced by an equivalent amount of 2-nitro-2'-hydroxy-3',5'-di-tert-amylazobenzene and the sodium hydroxide was replaced by an equivalent amount of potassium hydroxide, the hydrogenation was run in an Amsco mineral spirits/water (40/60) medium containing 1% sorbitan monooleate, Span 80, wetting agent at a hydrogen pressure of 6 atmospheres for a total period of 8 hours. The above named product was obta... Starting materials: C(#N)C=1C=C(COC2=CC=C(C=C2)S(=O)(=O)NC[C@@H](C(=O)O)N2CCN(CC2)S(=O)(=O)C)C=CC1 ((S)-3-[4-(3-cyanobenzyloxy)benzenesulfonylamino]-2-(4-methanesulfonylpiperazin-1-yl)propanoic acid), C(#N)C=1C=C(COC2=CC=C(C=C2)S(=O)(=O)NC[C@@H](C(=O)NO)N2CCN(CC2)S(=O)(=O)C)C=CC1 ((S)-3-[4-(3-cyanobenzyloxy)benzenesulfonylamino]-N-hydroxy-2-(4-methanesulfonylpiperazin-1-yl)propionamide). Yields the product C(#N)C1=CC=C(COC2=CC=C(C=C2)S(=O)(=O)NC[C@@H](C(=O)NO)N2CCN(CC2)S(=O)(=O)C)C=C1 ((S)-3-[4-(4-Cyanobenzyloxy)benzenesulfonylamino]-N-hydroxy-2-(4-methanesulfonylpiperazin-1-yl)propionamide). RXN SMILES: [C:1]([C:3]1[CH:4]=[C:5]([CH:33]=[CH:34][CH:35]=1)COC1C=CC(S(NC[C@H](N2CCN(S(C)(=O)=O)CC2)C(O)=O)(=O)=O)=CC=1)#[N:2].C(C1C=C(C=CC=1)[CH2:41][O:42][C:43]1[CH:48]=[CH:47][C:46]([S:49]([NH:52][CH2:53][C@H:54]([N:59]2[CH2:64][CH2:63][N:62]([S:65]([CH3:68])(=[O:67])=[O:66])[CH2:61][CH2:60]2)[C:55]([NH:57][OH:58])=[O:56])(=[O:51])=[O:50])=[CH:45][CH:44]=1)#N>>[C:1]([C:3]1[CH:4]=[CH:5][C:33]([CH2:41][O:42][C:43]2[CH:48]=[CH:47][C:46]([S:49]([NH:52][CH2:53][C@H:54]([N:59]3[CH2:60][CH2:61][N:62]([S:65]([CH3:68])(=[O:66])=[O:67])[CH2:63][CH2:64]3)[C:55]([NH:57][OH:58])=[O:56])(=[O:50])=[O:51])=[CH:45][CH:44]=2)=[CH:34][CH:35]=1)#[N:2]. Reported procedure: In a manner analogous to example 3.8, using 264 mg (0.5 mmol) of (S)-3-[4-(3-cyanobenzyloxy)benzenesulfonylamino]-2-(4-methanesulfonylpiperazin-1-yl)propanoic acid, 107 mg (40%) of (S)-3-[4-(3-cyanobenzyloxy)benzenesulfonylamino]-N-hydroxy-2-(4-methanesulfonylpiperazin-1-yl)propionamide are obtained in the form of a beige powder with a melting point of 108° C.